describe an organic reaction: reactants, conditions, products, and yield From a dataset of the Open Reaction Database (ORD), a public repository of structured organic reaction records. Reactants: CCOCC.CCCCCC (ether hexane), CC=1C=C(C=CC1)SCCC(=O)O (3-(3-Methylphenylthio)propanoic acid), C(=O)([O-])[O-].[Na+].[Na+] (Na2CO3), FC(C(=O)OC(C(F)(F)F)=O)(F)F (trifluoroacetic anhydride). Run in FC(C(=O)O)(F)F (trifluoroacetic acid). Conditions: time 1.9 hour. The product is CC1=CC=C2C(CCSC2=C1)=O (7-methylthiochroman-4-one). Isolated yield 32.0%. As a reaction SMILES: [CH3:1][C:2]1[CH:3]=[C:4]([S:8][CH2:9][CH2:10][C:11]([OH:13])=O)[CH:5]=[CH:6][CH:7]=1.FC(F)(F)C(OC(=O)C(F)(F)F)=O.C([O-])([O-])=O.[Na+].[Na+].CCOCC.CCCCCC>FC(F)(F)C(O)=O>[CH3:1][C:2]1[CH:3]=[C:4]2[C:5]([C:11](=[O:13])[CH2:10][CH2:9][S:8]2)=[CH:6][CH:7]=1 |f:2.3.4,5.6|. Procedure details: 3-(3-Methylphenylthio)propanoic acid from Step 1 (10.12 g, 52 mmol) was dissolved in trifluoroacetic acid (20 mL), treated with trifluoroacetic anhydride (10 mL) and stirred at room temperature for 1.9 hours. The reaction was poured into 10% Na2CO3 (100 mL), extracted with ether, washed with brine, dried over MgSO4, and concentrated in vacuo to give an orange oil which was passed through a column of silica gel eluting with 8% ether/hexane to give 7-methylthiochroman-4-one (2.97 g, 32%) as a yell... The reactants are CC1=C2C=CNC2=CC=C1 (4-methylindole), [BH3-]C#N.[Na+] (NaCNBH3). The solvent is C(C)(=O)O (acetic acid). Product: SiO2 ethyl acetate hexane, CC1=C2CCNC2=CC=C1 (4-methylindoline). Yield: 92.2%. Reaction SMILES: [CH3:1][C:2]1[CH:10]=[CH:9][CH:8]=[C:7]2[C:3]=1[CH:4]=[CH:5][NH:6]2.[BH3-]C#N.[Na+]>C(O)(=O)C>[CH3:1][C:2]1[CH:10]=[CH:9][CH:8]=[C:7]2[C:3]=1[CH2:4][CH2:5][NH:6]2 |f:1.2|. Procedure: To a solution of 4-methylindole (7.433 g, 0.0567 mol) in 100 mL of glacial acetic acid was added NaCNBH3 (7.25 g, 0.12 mol) portionwise over 1.5 h. The reaction mixture was then concentrated in vacuo water was added and the solution was basified with 10N NaOH. The resulting mixture was extracted with ethyl acetate (×3) and the organic extract was washed (brine), dried (Na2SO4) and evaporated to give an oil. Flash chromatography (SiO2 /ethyl acetate-hexane, 1:4) of this oil gave pure 4-methylindo... The reactants are CCO, COc1ccc(C2=C(c3ccc(O)cc3)COc3cc(O)ccc32)cc1. The product is COc1ccc(C2c3ccc(O)cc3OCC2c2ccc(O)cc2)cc1. RXN SMILES: [CH3:27][CH2:28][OH:29].[OH:1][c:2]1[cH:3][cH:4][c:5]([C:8]2=[C:17]([c:18]3[cH:19][cH:20][c:21]([O:24][CH3:25])[cH:22][cH:23]3)[c:16]3[c:11]([cH:12][c:13]([OH:26])[cH:14][cH:15]3)[O:10][CH2:9]2)[cH:6][cH:7]1>>[OH:1][c:2]1[cH:3][cH:4][c:5]([CH:8]2[CH2:9][O:10][c:11]3[cH:12][c:13]([OH:26])[cH:14][cH:15][c:16]3[CH:17]2[c:18]2[cH:19][cH:20][c:21]([O:24][CH3:25])[cH:22][cH:23]2)[cH:6][cH:7]1. The reactants are Cl (hydrogen chloride), ClC1=CC=C(C=C1)C1(N2C(C3=CC=CC=C13)=NCC2)O (5-(4-chlorophenyl)-2,3-dihydro-5-hydroxy-5H-imidazo[2,1-a]isoindole). The solvent is CCOCC (ether). Conditions: time 30 minute. Product: ClC1=CC=C(C(=O)C2=C(C=CC=C2)C=2NCCN2)C=C1 (2-[2'-(4-chlorobenzoyl)phenyl]-2-imidazoline), prisms. RXN SMILES: Cl.[Cl:2][C:3]1[CH:8]=[CH:7][C:6]([C:9]2([OH:21])[C:17]3[C:12](=[CH:13][CH:14]=[CH:15][CH:16]=3)[C:11]3=[N:18][CH2:19][CH2:20][N:10]23)=[CH:5][CH:4]=1>CCOCC>[Cl:2][C:3]1[CH:4]=[CH:5][C:6]([C:9]([C:17]2[CH:16]=[CH:15][CH:14]=[CH:13][C:12]=2[C:11]2[NH:18][CH2:19][CH2:20][N:10]=2)=[O:21])=[CH:7][CH:8]=1. Procedure: The hydrochloride was prepared by adding a solution of hydrogen chloride in ether to a suspension of 5-(4-chlorophenyl)-2,3-dihydro-5-hydroxy-5H-imidazo[2,1-a]isoindole. After stirring for 30 minutes a crystalline crop was collected and recrystallized from a mixture of chloroform and ether to give white prisms melting at 168°-171° dec. Ultraviolet inflexion (2-propanol) at 220 μ (ε = 22,000), maxima at 252 μ (ε = 12,900), 266 μ (ε = 13,000); infrared absorption (KBr) at 1670 cm-1. RXN SMILES: [CH3:42][S:43]([CH3:44])=[O:45].[Cl-:46].[Cl:1][c:2]1[cH:3][cH:4][c:5]([C:8]([CH2:9][c:10]2[cH:11][cH:12][cH:13][cH:14][cH:15]2)([c:16]2[cH:17][c:18]([F:29])[cH:19][c:20]([O:22][C:23]([CH:24]([F:25])[F:26])([F:27])[F:28])[cH:21]2)[NH:30][C:31]([NH:32][CH:33]([C:34](=[O:35])[NH2:36])[C:37]([F:38])([F:39])[F:40])=[O:41])[n:6][cH:7]1.[Cl:48][CH2:49][Cl:50].[OH2:47]>>[Cl:1][c:2]1[cH:3][cH:4][c:5]([C:8]([CH2:9][c:10]2[cH:11][cH:12][cH:13][cH:14][cH:15]2)([c:16]2[cH:17][c:18]([F:29])[cH:19][c:20]([O:22][C:23]([CH:24]([F:25])[F:26])([F:27])[F:28])[cH:21]2)[NH:30][C:31]([NH:32][CH:33]([C:34]#[N:36])[C:37]([F:38])([F:39])[F:40])=[O:41])[n:6][cH:7]1. Reactants: CS(C)=O, [Cl-], NC(=O)C(NC(=O)NC(Cc1ccccc1)(c1cc(F)cc(OC(F)(F)C(F)F)c1)c1ccc(Cl)cn1)C(F)(F)F, ClCCl, O. Yields the product N#CC(NC(=O)NC(Cc1ccccc1)(c1cc(F)cc(OC(F)(F)C(F)F)c1)c1ccc(Cl)cn1)C(F)(F)F. As a reaction SMILES: [CH3:20][OH:21].[Cl:12][CH2:13][c:14]1[cH:15][n:16][cH:17][cH:18][cH:19]1.[ClH:11].[NH2:1][c:2]1[cH:3][cH:4][c:5]([SH:8])[cH:6][cH:7]1.[Na+:10].[OH-:9]>>[NH2:1][c:2]1[cH:3][cH:4][c:5]([S:8][CH2:13][c:14]2[cH:15][n:16][cH:17][cH:18][cH:19]2)[cH:6][cH:7]1. Reactants: CO, ClCc1cccnc1, Cl, Nc1ccc(S)cc1, [Na+], [OH-]. The product is Nc1ccc(SCc2cccnc2)cc1.